This data is from the Open Reaction Database (ORD), a public repository of structured organic reaction records. The task is: describe an organic reaction: reactants, conditions, products, and yield The reactants are N[C@@H](CCC(=O)O)C(=O)[O-].[Na+] (monosodium glutamate), N[C@@H](CC(=O)O)C(=O)[O-].[Na+] (monosodium aspartate), [OH-].[Al+3].[OH-].[OH-] (aluminium hydroxide). Solvent: O (water). Product: N[C@@H](CCC(=O)O)C(=O)[O-].[Na+].N[C@@H](CC(=O)O)C(=O)[O-].[Na+] (MSG MSA). RXN SMILES: [NH2:1][C@H:2]([C:8]([O-:10])=[O:9])[CH2:3][CH2:4][C:5]([OH:7])=[O:6].[Na+:11].[NH2:12][C@H:13]([C:18]([O-:20])=[O:19])[CH2:14][C:15]([OH:17])=[O:16].[Na+].[OH-].[Al+3].[OH-].[OH-]>O>[NH2:1][C@H:2]([C:8]([O-:10])=[O:9])[CH2:3][CH2:4][C:5]([OH:7])=[O:6].[Na+:11].[NH2:12][C@H:13]([C:18]([O-:20])=[O:19])[CH2:14][C:15]([OH:17])=[O:16].[Na+:11] |f:0.1,2.3,4.5.6.7,9.10.11.12|. Procedure details: A solution of 50% by weight (total) of a mixture of monosodium glutamate (MSG) and monosodium aspartate (MSA) in equal molar ratio, is prepared in water and an active biological agent (in this example hepatitis B/aluminium hydroxide adjuvanted vaccine) added in a quantity to give a final MSG/MSA to adjuvant ratio of 40:1. The reactants are ClC=1C=CC2=C(C(=NCC(=N2)NN=CC(=O)O)C2=CC=CC=C2)C1 (7-chloro-2-[[1-carboxymethylene)hydrazino]-5-phenyl-3H-1,4-benzodiazepine), [N+](=[N-])=C (diazomethane), CO (methanol). The solvent is C(Cl)Cl (methylene chloride). Product: ClC=1C=CC2=C(C(=NCC(=N2)NN=CC(=O)OC)C2=CC=CC=C2)C1 (7-Chloro-2-[[1-(methoxycarbonyl)methylene]-hydrazino]-5-phenyl-3H-1,4-benzodiazepine). RXN SMILES: [Cl:1][C:2]1[CH:3]=[CH:4][C:5]2[N:11]=[C:10]([NH:12][N:13]=[CH:14][C:15]([OH:17])=[O:16])[CH2:9][N:8]=[C:7]([C:18]3[CH:23]=[CH:22][CH:21]=[CH:20][CH:19]=3)[C:6]=2[CH:24]=1.CO.[N+](=[CH2:29])=[N-]>C(Cl)Cl>[Cl:1][C:2]1[CH:3]=[CH:4][C:5]2[N:11]=[C:10]([NH:12][N:13]=[CH:14][C:15]([O:17][CH3:29])=[O:16])[CH2:9][N:8]=[C:7]([C:18]3[CH:19]=[CH:20][CH:21]=[CH:22][CH:23]=3)[C:6]=2[CH:24]=1. Reported procedure: To a stirred suspension of 6.29 g. (0.017 mole) 7-chloro-2-[[1-carboxymethylene)hydrazino]-5-phenyl-3H-1,4-benzodiazepine, methanol solvate, in 300 ml. of methylene chloride is slowly added an ethereal solution of diazomethane (9.27 ml., 0.22 mole) under nitrogen, at ambient temperature. After an hour, the solvent is removed in vacuo and the residue is recrystallized from ethyl acetate to give 3.20 g. of 7-chloro-2-[[1-(methoxycarbonyl)methylene]hydrazino]-5-phenyl-3H-1,4benzodizepine. The analy... Reactants: FC1=CC=C(C=O)C=C1 (4-fluorobenzaldeyde), C(C=C)NCC=C (diallylamine), C([O-])([O-])=O.[Na+].[Na+] (sodium carbonate), CN(P(=O)(N(C)C)N(C)C)C (hexamethylphosphoramide). The reagents and catalysts are CCCCCCCC[N+](C)(CCCCCCCC)CCCCCCCC.[Cl-] (tricaprylmethylammonium chloride), C1(O)=CC=C(O)C=C1 (hydroquinone). The solvent is O (water). Conditions: temperature 110 celsius, time 113 hour. The product is C(C=C)N(C1=CC=C(C=O)C=C1)CC=C (4-Diallylaminobenzaldehyde). The yield is 110.8%. Reaction SMILES: F[C:2]1[CH:9]=[CH:8][C:5]([CH:6]=[O:7])=[CH:4][CH:3]=1.[CH2:10]([NH:13][CH2:14][CH:15]=[CH2:16])[CH:11]=[CH2:12].C(=O)([O-])[O-].[Na+].[Na+].CN(C)P(N(C)C)(N(C)C)=O>CCCCCCCC[N+](CCCCCCCC)(CCCCCCCC)C.[Cl-].C1(C=CC(O)=CC=1)O.O>[CH2:10]([N:13]([CH2:14][CH:15]=[CH2:16])[C:2]1[CH:9]=[CH:8][C:5]([CH:6]=[O:7])=[CH:4][CH:3]=1)[CH:11]=[CH2:12] |f:2.3.4,6.7|. Procedure details: A mixture of 25.0 g (0.10 mol) of 4-fluorobenzaldeyde, 19.6 g (0.20 mol) of diallylamine, 21.3 g (0.20 mol) of sodium carbonate, 150 mL of hexamethylphosphoramide (HMPA), 0.20 g of hydroquinone, and 4 drops of tricaprylmethylammonium chloride was heated under nitrogen with stirring at 110° C. for 113 hr. The reaction mixture was cooled and poured into 1.5 L of water, and the resulting solution was extracted with toluene (4×300 mL). The combined extracts were washed with water (3×250 mL), dried (...